This data is from the Open Reaction Database (ORD), a public repository of structured organic reaction records. The task is: describe an organic reaction: reactants, conditions, products, and yield The reactants are [BH4-], CCO, CCC(C)(C=O)Cc1cccc(C)c1, Cl, [Na+]. Yields the product CCC(C)(CO)Cc1cccc(C)c1. As a reaction SMILES: [BH4-:15].[CH3:18][CH2:19][OH:20].[CH3:1][C:2]([CH:3]=[O:4])([CH2:5][CH3:6])[CH2:7][c:8]1[cH:9][c:10]([CH3:14])[cH:11][cH:12][cH:13]1.[ClH:17].[Na+:16]>>[CH3:1][C:2]([CH2:3][OH:4])([CH2:5][CH3:6])[CH2:7][c:8]1[cH:9][c:10]([CH3:14])[cH:11][cH:12][cH:13]1. Starting materials: CC(=O)O, CCOC(=O)C(Cl)c1ccc2cc(OC)ccc2c1, Cl. Product: COc1ccc2cc(C(Cl)C(=O)O)ccc2c1. Reaction SMILES: [CH3:21][C:22](=[O:23])[OH:24].[Cl:1][CH:2]([C:3](=[O:4])[O:5][CH2:6][CH3:7])[c:8]1[cH:9][c:10]2[cH:11][cH:12][c:13]([O:18][CH3:19])[cH:14][c:15]2[cH:16][cH:17]1.[ClH:20]>>[Cl:1][CH:2]([C:3](=[O:4])[OH:5])[c:8]1[cH:9][c:10]2[cH:11][cH:12][c:13]([O:18][CH3:19])[cH:14][c:15]2[cH:16][cH:17]1. Starting materials: O (water), ice, FC=1C=CC(=C(C1)S(=O)(=O)N(N=CC1=CN=C2N1C=C(C=C2)C=2C=NC=CC2)C)C (5-fluoro-N, 2-dimethyl-N′-((6-(pyridin-3-yl)imidazo[1,2-a]pyridin-3-yl)methylene) benzenesulfonohydrazide), ClC=1C=C(C(=O)OO)C=CC1 (3-chloroperoxybenzoic acid). The solvent is C(Cl)Cl (CH2Cl2). Run at time 3 hour. Yields the product FC=1C=CC(=C(C1)S(=O)(=O)N(N=CC1=CN=C2N1C=C(C=C2)C=2C=[N+](C=CC2)[O-])C)C (3-(3-((2-(5-fluoro-2-methylphenylsulfonyl)-2-methylhydrazono) methyl)imidazo[1,2-a]pyridin-6-yl)pyridine 1-oxide). Isolated yield 64.0%. RXN SMILES: [F:1][C:2]1[CH:3]=[CH:4][C:5]([CH3:30])=[C:6]([S:8]([N:11]([CH3:29])[N:12]=[CH:13][C:14]2[N:18]3[CH:19]=[C:20]([C:23]4[CH:24]=[N:25][CH:26]=[CH:27][CH:28]=4)[CH:21]=[CH:22][C:17]3=[N:16][CH:15]=2)(=[O:10])=[O:9])[CH:7]=1.ClC1C=C(C=CC=1)C(OO)=[O:36].O>C(Cl)Cl>[F:1][C:2]1[CH:3]=[CH:4][C:5]([CH3:30])=[C:6]([S:8]([N:11]([CH3:29])[N:12]=[CH:13][C:14]2[N:18]3[CH:19]=[C:20]([C:23]4[CH:24]=[N+:25]([O-:36])[CH:26]=[CH:27][CH:28]=4)[CH:21]=[CH:22][C:17]3=[N:16][CH:15]=2)(=[O:9])=[O:10])[CH:7]=1. Procedure details: To an ice-cooled solution of 5-fluoro-N, 2-dimethyl-N′-((6-(pyridin-3-yl)imidazo[1,2-a]pyridin-3-yl)methylene) benzenesulfonohydrazide (step 1, 18 mg, 0.043 mmol) in CH2Cl2 was added 3-chloroperoxybenzoic acid (14.46 mg, 0.065 mmol). The reaction mixture was stirred for 3 h at RT. The reaction mixture was then poured on to water. Organic layer was separated, washed with saturated solution of NaHCO3 and dried over Na2SO4. Crude compound was purified by column chromatography (silica gel, 5% EtOAc ... Yield: 56.7%. RXN SMILES: [CH2:1]=O.[N:3]1([C:9]([S:11][CH3:12])=[S:10])[CH2:8][CH2:7][NH:6][CH2:5][CH2:4]1.[CH3:13][O:14][C:15]1[CH:20]=[CH:19][CH:18]=[C:17]([O:21][CH3:22])[C:16]=1[OH:23]>C(O)C>[CH3:22][O:21][C:17]1[CH:18]=[C:19]([CH:20]=[C:15]([O:14][CH3:13])[C:16]=1[OH:23])[CH2:1][N:6]1[CH2:7][CH2:8][N:3]([C:9]([S:11][CH3:12])=[S:10])[CH2:4][CH2:5]1. Procedure details: In 10 ml of ethanol was dissolved 0.86 g of 35% formaline. To the solution was dropwise added under chilling with ice a solution of 2.35 g of methyl 1-piperazinecarbodithioate in 4 ml of ethanol. The resulting mixture was then stirred for 30 min. at room temperature. Under chilling with ice, a solution of 1.54 g of 2,6-dimethoxyphenol in 4 ml of ethanol was to the stirred mixture. The resulting mixture was stirred for one hour at room temperature, and then refluxed under heating for 38 hours. Th... The product is COC=1C=C(CN2CCN(CC2)C(=S)SC)C=C(C1O)OC (Methyl 4-(3,5-dimethoxy-4-hydroxybenzyl)-1-piperazinecarbodithioate). Solvent: C(C)O (ethanol), C(C)O (ethanol), C(C)O (ethanol). Starting materials: C=O (formaline), N1(CCNCC1)C(=S)SC (methyl 1-piperazinecarbodithioate), COC1=C(C(=CC=C1)OC)O (2,6-dimethoxyphenol). Reaction conditions: time 30 minute. Reactants: O=C([O-])[O-], Cc1ccccc1, CCN(CC)C(CO)c1cccc2ccc(OS(=O)(=O)C(F)(F)F)nc12, [K+], [K+], O, OB(O)c1ccccc1, c1ccc(P(c2ccccc2)(c2ccccc2)[Pd](P(c2ccccc2)(c2ccccc2)c2ccccc2)(P(c2ccccc2)(c2ccccc2)c2ccccc2)P(c2ccccc2)(c2ccccc2)c2ccccc2)cc1. Yields the product CCN(CC)C(CO)c1cccc2ccc(-c3ccccc3)nc12. As a reaction SMILES: [C:43](=[O:44])([O-:45])[O-:46].[CH3:27][c:28]1[cH:29][cH:30][cH:31][cH:32][cH:33]1.[F:1][C:2]([F:3])([F:4])[S:5]([O:6][c:7]1[n:8][c:9]2[c:10]([CH:17]([CH2:18][OH:19])[N:20]([CH2:21][CH3:22])[CH2:23][CH3:24])[cH:11][cH:12][cH:13][c:14]2[cH:15][cH:16]1)(=[O:25])=[O:26].[K+:47].[K+:48].[OH2:126].[OH:34][B:35]([c:36]1[cH:37][cH:38][cH:39][cH:40][cH:41]1)[OH:42].[cH:49]1[cH:50][cH:51][c:52]([P:53]([Pd:54]([P:55]([c:56]2[cH:57][cH:58][cH:59][cH:60][cH:61]2)([c:62]2[cH:63][cH:64][cH:65][cH:66][cH:67]2)[c:68]2[cH:69][cH:70][cH:71][cH:72][cH:73]2)([P:74]([c:75]2[cH:76][cH:77][cH:78][cH:79][cH:80]2)([c:81]2[cH:82][cH:83][cH:84][cH:85][cH:86]2)[c:87]2[cH:88][cH:89][cH:90][cH:91][cH:92]2)[P:93]([c:94]2[cH:95][cH:96][cH:97][cH:98][cH:99]2)([c:100]2[cH:101][cH:102][cH:103][cH:104][cH:105]2)[c:106]2[cH:107][cH:108][cH:109][cH:110][cH:111]2)([c:112]2[cH:113][cH:114][cH:115][cH:116][cH:117]2)[c:118]2[cH:119][cH:120][cH:121][cH:122][cH:123]2)[cH:124][cH:125]1>>[c:7]1(-[c:28]2[cH:29][cH:30][cH:31][cH:32][cH:33]2)[n:8][c:9]2[c:10]([CH:17]([CH2:18][OH:19])[N:20]([CH2:21][CH3:22])[CH2:23][CH3:24])[cH:11][cH:12][cH:13][c:14]2[cH:15][cH:16]1. Starting materials: C(C)(C)(C)OC(=O)C1=C(CS[C@H]2N1C(C2NC(CS(=O)(=O)CC(F)(F)F)=O)=O)C(CCC(N)=O)SC2=NN=NN2 (7-(2,2,2-trifluoroethylsulfonylacetamido)-3-[1-(2-carbamoylethyl)tetrazol-5-ylthiomethyl]-3-cephem-4-carboxylic acid t-butyl ester), FC(C(=O)O)(F)F (trifluoroacetic acid). The solvent is C(C)#N (acetonitrile). Reaction conditions: time 3 hour. Product: FC(CS(=O)(=O)CC(=O)NC1[C@@H]2N(C(=C(CS2)C(CCC(N)=O)SC2=NN=NN2)C(=O)O)C1=O)(F)F (7-(2,2,2-Trifluoroethylsulfonylacetamido)-3-[1-(2-carbamoylethyl)tetrazol-5-ylthiomethyl]-3-cephem-4-carboxylic acid). RXN SMILES: C([O:5][C:6]([C:8]1[N:13]2[C:14](=[O:28])[CH:15]([NH:16][C:17](=[O:27])[CH2:18][S:19]([CH2:22][C:23]([F:26])([F:25])[F:24])(=[O:21])=[O:20])[C@H:12]2[S:11][CH2:10][C:9]=1[CH:29]([S:35][C:36]1[NH:40][N:39]=[N:38][N:37]=1)[CH2:30][CH2:31][C:32](=[O:34])[NH2:33])=[O:7])(C)(C)C.FC(F)(F)C(O)=O>C(#N)C>[F:25][C:23]([F:24])([F:26])[CH2:22][S:19]([CH2:18][C:17]([NH:16][CH:15]1[C:14](=[O:28])[N:13]2[C:8]([C:6]([OH:7])=[O:5])=[C:9]([CH:29]([S:35][C:36]3[NH:40][N:39]=[N:38][N:37]=3)[CH2:30][CH2:31][C:32](=[O:34])[NH2:33])[CH2:10][S:11][C@H:12]12)=[O:27])(=[O:20])=[O:21]. Procedure details: The ester is dissolved in acetonitrile and trifluoroacetic acid is added. The solution is stirred for three hours, then evaporated to dryness to give the title compound. Procedure: The title compound was prepared (0.055 g, 70%) following the general procedure of Example 390 as a white solid, hydrochloride salt from (±)-{[7-(2-methylphenyl)-5-phenyl-2,3-dihydro-1-benzofuran-2-yl]methyl}4-methylbenzenesulfonate (0.10 g, 0.21 mmol) and methylamine (0.30 g, 9.8 mmol). mp 232-235° C. Yields the product CC1=C(C=CC=C1)C1=CC(=CC=2CC(OC21)CNC)C2=CC=CC=C2 ((±)-{[7-(2-methylphenyl)-5-phenyl-2,3-dihydro-1-benzofuran-2-yl]methyl}methylamine). The reactants are hydrochloride salt, CC1=C(C=CC=C1)C1=CC(=CC=2CC(OC21)COS(=O)(=O)C2=CC=C(C=C2)C)C2=CC=CC=C2 ((±)-{[7-(2-methylphenyl)-5-phenyl-2,3-dihydro-1-benzofuran-2-yl]methyl}4-methylbenzenesulfonate), CN (methylamine). Reaction SMILES: [CH3:1][C:2]1[CH:7]=[CH:6][CH:5]=[CH:4][C:3]=1[C:8]1[C:16]2[O:15][CH:14]([CH2:17]OS(C3C=CC(C)=CC=3)(=O)=O)[CH2:13][C:12]=2[CH:11]=[C:10]([C:29]2[CH:34]=[CH:33][CH:32]=[CH:31][CH:30]=2)[CH:9]=1.[CH3:35][NH2:36]>>[CH3:1][C:2]1[CH:7]=[CH:6][CH:5]=[CH:4][C:3]=1[C:8]1[C:16]2[O:15][CH:14]([CH2:17][NH:36][CH3:35])[CH2:13][C:12]=2[CH:11]=[C:10]([C:29]2[CH:34]=[CH:33][CH:32]=[CH:31][CH:30]=2)[CH:9]=1.